Dataset: the Open Reaction Database (ORD), a public repository of structured organic reaction records. Task: describe an organic reaction: reactants, conditions, products, and yield The reactants are BrCC1CCCCO1, BrCc1ccc2nsnc2c1, O=C1Nc2ccccc2C12COc1cc3c(cc12)OCCO3. The product is O=C1N(Cc2ccc3nsnc3c2)c2ccccc2C12COc1cc3c(cc12)OCCO3. RXN SMILES: [Br:12][CH2:13][CH:14]1[CH2:15][CH2:16][CH2:17][CH2:18][O:19]1.[Br:1][CH2:2][c:3]1[cH:4][c:5]2[c:6]([n:7][s:8][n:9]2)[cH:10][cH:11]1.[NH:20]1[C:21](=[O:41])[C:22]2([CH2:23][O:24][c:25]3[cH:26][c:27]4[c:28]([cH:33][c:34]32)[O:29][CH2:30][CH2:31][O:32]4)[c:35]2[cH:36][cH:37][cH:38][cH:39][c:40]21>>[CH2:2]([c:3]1[cH:4][c:5]2[c:6]([n:7][s:8][n:9]2)[cH:10][cH:11]1)[N:20]1[C:21](=[O:41])[C:22]2([CH2:23][O:24][c:25]3[cH:26][c:27]4[c:28]([cH:33][c:34]32)[O:29][CH2:30][CH2:31][O:32]4)[c:35]2[cH:36][cH:37][cH:38][cH:39][c:40]21. Starting materials: O=C([O-])[O-], CCOC(C)=O, ClCCl, ClCCl, Cc1cc(-c2ccccc2)n2nc(S)nc2n1, CN(C)C=O, FC(F)(F)I, [K+], [K+]. The product is Cc1cc(-c2ccccc2)n2nc(SC(F)(F)F)nc2n1. As a reaction SMILES: [C:18](=[O:19])([O-:20])[O-:21].[C:37]([O:38][CH2:39][CH3:40])(=[O:41])[CH3:42].[CH2:29]([Cl:30])[Cl:31].[CH2:43]([Cl:44])[Cl:45].[CH3:1][c:2]1[n:3][c:4]2[n:5]([c:6](-[c:8]3[cH:9][cH:10][cH:11][cH:12][cH:13]3)[cH:7]1)[n:14][c:15]([SH:17])[n:16]2.[CH3:32][N:33]([CH3:34])[CH:35]=[O:36].[F:24][C:25]([F:26])([F:27])[I:28].[K+:22].[K+:23]>>[CH3:1][c:2]1[n:3][c:4]2[n:5]([c:6](-[c:8]3[cH:9][cH:10][cH:11][cH:12][cH:13]3)[cH:7]1)[n:14][c:15]([S:17][C:25]([F:24])([F:26])[F:27])[n:16]2. The reactants are O=C([O-])[O-], CCOC(C)=O, NC1CCCC1, Fc1ccc(-c2nn3ccc(Cl)cc3c2-c2ccnc(NC3CCCC3)n2)cc1, [Cs+], [Cs+], CC(=O)[O-], CC(=O)[O-], O, [Pd+2]. The product is Fc1ccc(-c2nn3ccc(NC4CCCC4)cc3c2-c2ccnc(NC3CCCC3)n2)cc1. RXN SMILES: [C:30](=[O:31])([O-:32])[O-:33].[CH3:36][CH2:37][O:38][C:39](=[O:40])[CH3:41].[CH:43]1([NH2:48])[CH2:44][CH2:45][CH2:46][CH2:47]1.[Cl:1][c:2]1[cH:3][c:4]2[n:5]([cH:6][cH:7]1)[n:8][c:9](-[c:23]1[cH:24][cH:25][c:26]([F:29])[cH:27][cH:28]1)[c:10]2-[c:11]1[n:12][c:13]([NH:17][CH:18]2[CH2:19][CH2:20][CH2:21][CH2:22]2)[n:14][cH:15][cH:16]1.[Cs+:34].[Cs+:35].[O-:50][C:51]([CH3:52])=[O:53].[O-:54][C:55]([CH3:56])=[O:57].[OH2:42].[Pd+2:49]>>[c:2]1([NH:48][CH:43]2[CH2:44][CH2:45][CH2:46][CH2:47]2)[cH:3][c:4]2[n:5]([cH:6][cH:7]1)[n:8][c:9](-[c:23]1[cH:24][cH:25][c:26]([F:29])[cH:27][cH:28]1)[c:10]2-[c:11]1[n:12][c:13]([NH:17][CH:18]2[CH2:19][CH2:20][CH2:21][CH2:22]2)[n:14][cH:15][cH:16]1.